Task: describe an organic reaction: reactants, conditions, products, and yield. Dataset: the Open Reaction Database (ORD), a public repository of structured organic reaction records The reactants are C(C)(C)(C)OC(NC1(CCC1)C1=CC=C(C=C1)C=1C(=CC2=C(OCC(N2)=O)N1)C1=CC=CC=C1)=O (tert-butyl(1-(4-(2-oxo-7-phenyl-2,3-dihydro-1H-pyrido[2,3-b][1,4]oxazin-6-yl)phenyl)cyclobutyl)carbamate), [H-].[Na+] (sodium hydride), O (Water), Cl.ClCCN(C)C (2-chloro-N,N-dimethylethanamine.hydrochloride). The solvent is CN(C)C=O (DMF). Run at temperature 40 celsius, time 1 hour. Yields the product C(C)(C)(C)OC(NC1(CCC1)C1=CC=C(C=C1)C=1C(=CC2=C(OCC(N2CCN(C)C)=O)N1)C1=CC=CC=C1)=O (tert-butyl(1-(4-(1-(2-(dimethylamino)ethyl)-2-oxo-7-phenyl-2,3-dihydro-1H-pyrido[2,3-b][1,4]oxazin-6-yl)phenyl)cyclobutyl)carbamate). Isolated yield 32.2%. RXN SMILES: [C:1]([O:5][C:6](=[O:35])[NH:7][C:8]1([C:12]2[CH:17]=[CH:16][C:15]([C:18]3[C:19]([C:29]4[CH:34]=[CH:33][CH:32]=[CH:31][CH:30]=4)=[CH:20][C:21]4[NH:26][C:25](=[O:27])[CH2:24][O:23][C:22]=4[N:28]=3)=[CH:14][CH:13]=2)[CH2:11][CH2:10][CH2:9]1)([CH3:4])([CH3:3])[CH3:2].[H-].[Na+].Cl.Cl[CH2:40][CH2:41][N:42]([CH3:44])[CH3:43].O>CN(C=O)C>[C:1]([O:5][C:6](=[O:35])[NH:7][C:8]1([C:12]2[CH:13]=[CH:14][C:15]([C:18]3[C:19]([C:29]4[CH:30]=[CH:31][CH:32]=[CH:33][CH:34]=4)=[CH:20][C:21]4[N:26]([CH2:40][CH2:41][N:42]([CH3:44])[CH3:43])[C:25](=[O:27])[CH2:24][O:23][C:22]=4[N:28]=3)=[CH:16][CH:17]=2)[CH2:11][CH2:10][CH2:9]1)([CH3:4])([CH3:2])[CH3:3] |f:1.2,3.4|. Reported procedure: To a solution of tert-butyl(1-(4-(2-oxo-7-phenyl-2,3-dihydro-1H-pyrido[2,3-b][1,4]oxazin-6-yl)phenyl)cyclobutyl)carbamate (19 mg, 0.04 mmol) in dry DMF (1 mL) was added sodium hydride (8 mg, 0.18 mmol) at 0° C. under nitrogen. After 1 h at 0° C., 2-chloro-N,N-dimethylethanamine.hydrochloride (18 mg, 0.12 mmol) was added and the resulting mixture was stirred for an additional 5 h at 40° C. Water was added and the mixture was extracted with ethyl acetate (3×). The combined organic phases were drie... The reactants are C1CCCC2CCCCC12 (decahydronaphthalene), Cl (HCl), CSC=1C(=NC(=CC1)SC)C(=O)O (3,6-bis(methylthio)-2-pyridinecarboxylic acid), C1CCCC2CCCCC12 (decahydronaphthalene). Solvent: 6. Reaction conditions: temperature 175 celsius. Yields the product CSC1=NC=C(C=C1)SC (2,5-bis(methylthio)pyridine). The yield is 65.5%. As a reaction SMILES: C1C2C(CCCC2)CCC1.[CH3:11][S:12][C:13]1[C:14](C(O)=O)=[N:15][C:16]([S:19][CH3:20])=[CH:17][CH:18]=1.Cl>>[CH3:20][S:19][C:16]1[CH:17]=[CH:18][C:13]([S:12][CH3:11])=[CH:14][N:15]=1. Procedure details: To 75 ml of decahydronaphthalene was added portionwise while heating 59.5 g of 3,6-bis(methylthio)-2-pyridinecarboxylic acid. When the mixture reached 155° C., gas bubbles began to appear. The reaction was heated at 175° C. until no more bubbles appeared. Upon cooling the decahydronaphthalene solution was treated with 40 ml of 6 normal (N) HCl in three portions resulting in the formation of a solid which was collected. The solid was covered with water. The aqueous layer and solid were then made ... The reactants are Brc1ccc(OCc2ccccc2)cn1, CC1(C)OB(C2=CCC3(CC2)OCCO3)OC1(C)C, O=C(CNc1ncnc2ccc(C(F)(F)F)cc12)NC1CNC1, O=C1CCC(c2ccc(O)cn2)CC1. The product is O=C(CNc1ncnc2ccc(C(F)(F)F)cc12)NC1CN(C2CCC(c3ccc(O)cn3)CC2)C1. RXN SMILES: [CH2:15]([O:16][c:17]1[cH:18][cH:19][c:20]([Br:21])[n:22][cH:23]1)[c:24]1[cH:25][cH:26][cH:27][cH:28][cH:29]1.[CH3:30][C:31]1([CH3:32])[C:33]([CH3:34])([CH3:35])[O:36][B:37]([C:38]2=[CH:47][CH2:46][C:41]3([CH2:40][CH2:39]2)[O:42][CH2:43][CH2:44][O:45]3)[O:48]1.[NH:49]1[CH2:50][CH:51]([NH:53][C:54]([CH2:55][NH:56][c:57]2[n:58][cH:59][n:60][c:61]3[cH:62][cH:63][c:64]([C:67]([F:68])([F:69])[F:70])[cH:65][c:66]23)=[O:71])[CH2:52]1.[OH:1][c:2]1[cH:3][cH:4][c:5]([CH:8]2[CH2:9][CH2:10][C:11](=[O:14])[CH2:12][CH2:13]2)[n:6][cH:7]1>>[OH:1][c:2]1[cH:3][cH:4][c:5]([CH:8]2[CH2:9][CH2:10][CH:11]([N:49]3[CH2:50][CH:51]([NH:53][C:54]([CH2:55][NH:56][c:57]4[n:58][cH:59][n:60][c:61]5[cH:62][cH:63][c:64]([C:67]([F:68])([F:69])[F:70])[cH:65][c:66]45)=[O:71])[CH2:52]3)[CH2:12][CH2:13]2)[n:6][cH:7]1. Starting materials: CC[O-], CC[O-], CC[O-], CC[O-], COc1c(C(C)CC(O)(C=O)C(F)(F)F)ccc(Cl)c1F, Cc1ncc2c(N)ccc(F)c2n1, [Ti+4]. Product: COc1c(C(C)CC(O)(C=Nc2ccc(F)c3nc(C)ncc23)C(F)(F)F)ccc(Cl)c1F. RXN SMILES: [CH3:35][CH2:36][O-:37].[CH3:38][CH2:39][O-:40].[CH3:41][CH2:42][O-:43].[CH3:44][CH2:45][O-:46].[Cl:1][c:2]1[c:3]([F:21])[c:4]([O:19][CH3:20])[c:5]([CH:8]([CH2:9][C:10]([CH:11]=[O:12])([C:13]([F:14])([F:15])[F:16])[OH:17])[CH3:18])[cH:6][cH:7]1.[NH2:22][c:23]1[c:24]2[cH:25][n:26][c:27]([CH3:34])[n:28][c:29]2[c:30]([F:33])[cH:31][cH:32]1.[Ti+4:47]>>[Cl:1][c:2]1[c:3]([F:21])[c:4]([O:19][CH3:20])[c:5]([CH:8]([CH2:9][C:10]([CH:11]=[N:22][c:23]2[c:24]3[cH:25][n:26][c:27]([CH3:34])[n:28][c:29]3[c:30]([F:33])[cH:31][cH:32]2)([C:13]([F:14])([F:15])[F:16])[OH:17])[CH3:18])[cH:6][cH:7]1. Starting materials: CO, CCn1cc(C(=O)NCc2ccc(Cl)cc2)c(=O)c2cc(C#CCO)sc21, ClCCl. Product: CCn1cc(C(=O)NCc2ccc(Cl)cc2)c(=O)c2cc(CCCO)sc21. As a reaction SMILES: [CH3:31][OH:32].[Cl:1][c:2]1[cH:3][cH:4][c:5]([CH2:6][NH:7][C:8](=[O:9])[c:10]2[c:11](=[O:25])[c:12]3[c:13]([n:14]([CH2:16][CH3:17])[cH:15]2)[s:18][c:19]([C:21]#[C:22][CH2:23][OH:24])[cH:20]3)[cH:26][cH:27]1.[Cl:28][CH2:29][Cl:30]>>[Cl:1][c:2]1[cH:3][cH:4][c:5]([CH2:6][NH:7][C:8](=[O:9])[c:10]2[c:11](=[O:25])[c:12]3[c:13]([n:14]([CH2:16][CH3:17])[cH:15]2)[s:18][c:19]([CH2:21][CH2:22][CH2:23][OH:24])[cH:20]3)[cH:26][cH:27]1.